Task: describe an organic reaction: reactants, conditions, products, and yield. Dataset: the Open Reaction Database (ORD), a public repository of structured organic reaction records The reactants are COC=1C=C(C=CC1NC(=O)NC1=C(C=CC=C1)C)CC(=O)OC1=C(C(=C(C(=C1F)F)F)F)F (pentafluorophenyl 3-methoxy-4-[N′-(2-methylphenyl)ureido]phenylacetate), ClC=1C=C(C(=O)OC)C=CC1OC[C@H](C)N (methyl (S)-3-chloro-4-(2-amino-1-propoxy)benzoate). Run in CN(C)C=O (DMF), CCOC(=O)C (EtOAc). Reaction conditions: time 8 hour. Yields the product ClC=1C=C(C(=O)OC)C=CC1OC[C@H](C)NC(CC1=CC(=C(C=C1)NC(=O)NC1=C(C=CC=C1)C)OC)=O (methyl (S)-3-chloro-4-[2-[3-methoxy-4-[N′-(2-methylphenyl)ureido]phenylacetylamino]-1-propoxy]benzoate). The yield is 69.2%. Reaction SMILES: [CH3:1][O:2][C:3]1[CH:4]=[C:5]([CH2:20][C:21]([O:23]C2C(F)=C(F)C(F)=C(F)C=2F)=O)[CH:6]=[CH:7][C:8]=1[NH:9][C:10]([NH:12][C:13]1[CH:18]=[CH:17][CH:16]=[CH:15][C:14]=1[CH3:19])=[O:11].[Cl:35][C:36]1[CH:37]=[C:38]([CH:43]=[CH:44][C:45]=1[O:46][CH2:47][C@@H:48]([NH2:50])[CH3:49])[C:39]([O:41][CH3:42])=[O:40]>CN(C=O)C.CCOC(C)=O>[Cl:35][C:36]1[CH:37]=[C:38]([CH:43]=[CH:44][C:45]=1[O:46][CH2:47][C@@H:48]([NH:50][C:21](=[O:23])[CH2:20][C:5]1[CH:6]=[CH:7][C:8]([NH:9][C:10]([NH:12][C:13]2[CH:18]=[CH:17][CH:16]=[CH:15][C:14]=2[CH3:19])=[O:11])=[C:3]([O:2][CH3:1])[CH:4]=1)[CH3:49])[C:39]([O:41][CH3:42])=[O:40]. Reported procedure: A mixture of pentafluorophenyl 3-methoxy-4-[N′-(2-methylphenyl)ureido]phenylacetate (513 mg, 1.07 mmol), methyl (S)-3-chloro-4-(2-amino-1-propoxy)benzoate (260 mg, 1.07 mmol) and Et3 N (220 μl, 1.58 mmol) in DMF (10 mL) was stirred at room temp overnight. The mixture was diluted with EtOAc and the solution was washed with sat. NaHCO3, dried over Na2SO4, and evaporated. The residue was recrystallized from MeOH—CHCl3-EtOAc-n-hexane to give 400 mg (69%) methyl (S)-3-chloro-4-[2-[3-methoxy-4-[N′-(2-... The reactants are ClCCl, Cc1c(C(=O)OCc2ccccc2)sc(NC(=O)C(F)(F)F)c1C(=O)OC(C)(C)C, O=C(O)C(F)(F)F. Yields the product Cc1c(C(=O)OCc2ccccc2)sc(NC(=O)C(F)(F)F)c1C(=O)O. As a reaction SMILES: [Cl:38][CH2:39][Cl:40].[F:1][C:2]([C:3](=[O:4])[NH:5][c:6]1[s:7][c:8]([C:19](=[O:20])[O:21][CH2:22][c:23]2[cH:24][cH:25][cH:26][cH:27][cH:28]2)[c:9]([CH3:18])[c:10]1[C:11](=[O:12])[O:13][C:14]([CH3:15])([CH3:16])[CH3:17])([F:29])[F:30].[F:31][C:32]([F:33])([F:34])[C:35]([OH:36])=[O:37]>>[F:1][C:2]([C:3](=[O:4])[NH:5][c:6]1[s:7][c:8]([C:19](=[O:20])[O:21][CH2:22][c:23]2[cH:24][cH:25][cH:26][cH:27][cH:28]2)[c:9]([CH3:18])[c:10]1[C:11](=[O:12])[OH:13])([F:29])[F:30]. Reported procedure: A solution of 1-(3-cyclohexyl-propyl)-4-(4-nitro-phenyl)-1,4-dihydro-tetrazol-5-one (69.6 g, 210 mmol) in a mixture of absolute ethanol (220 mL) and ethyl acetate (300 mL) was added to a 2 L Parr hydrogenation vessel containing Degussa 10% Pd/C (3.48 g). The Parr vessel was shaken at room temperature under a hydrogen atmosphere maintained at 20 psi for 4.5 hours. The mixture was filtered through Celite and concentrated in vacuo to a light yellow oil which spontaneously crystallized to afford a l... The reactants are C1(CCCCC1)CCCN1N=NN(C1=O)C1=CC=C(C=C1)[N+](=O)[O-] (1-(3-cyclohexyl-propyl)-4-(4-nitro-phenyl)-1,4-dihydro-tetrazol-5-one), C(C)O (ethanol). As a reaction SMILES: [CH:1]1([CH2:7][CH2:8][CH2:9][N:10]2[C:14](=[O:15])[N:13]([C:16]3[CH:21]=[CH:20][C:19]([N+:22]([O-])=O)=[CH:18][CH:17]=3)[N:12]=[N:11]2)[CH2:6][CH2:5][CH2:4][CH2:3][CH2:2]1.C(O)C>[Pd].C(OCC)(=O)C>[NH2:22][C:19]1[CH:18]=[CH:17][C:16]([N:13]2[C:14](=[O:15])[N:10]([CH2:9][CH2:8][CH2:7][CH:1]3[CH2:6][CH2:5][CH2:4][CH2:3][CH2:2]3)[N:11]=[N:12]2)=[CH:21][CH:20]=1. Reagents/catalysts: [Pd] (Pd/C). Yields the product NC1=CC=C(C=C1)N1N=NN(C1=O)CCCC1CCCCC1 (1-(4-Amino-phenyl)-4-(3-cyclohexyl-propyl)-1,4-dihydro-tetrazol-5-one). Solvent: C(C)(=O)OCC (ethyl acetate). Yield: 100.3%. The reactants are [OH-].[Na+] (sodium hydroxide), C(C(C)C)N1CCCC(=CC2=C1C=CC(=C2)C2=CC=C(C=C2)OCCOCCC)C(=O)OC (methyl 1-isobutyl-8-[4-(2-propoxyethoxy)phenyl]-1,2,3,4-tetrahydro-1-benzazocine-5-carboxylate), Cl (Hydrochloric acid). The solvent is C(C)O.C1CCOC1 (ethanol THF). Run at temperature 60 celsius, time 16 hour. Product: C(C(C)C)N1CCCC(=CC2=C1C=CC(=C2)C2=CC=C(C=C2)OCCOCCC)C(=O)O (1-isobutyl-8-[4-(2-propoxyethoxy)phenyl]-1,2,3,4-tetrahydro-1-benzazocine-5-carboxylic acid). Isolated yield 82.6%. As a reaction SMILES: [CH2:1]([N:5]1[C:12]2[CH:13]=[CH:14][C:15]([C:17]3[CH:22]=[CH:21][C:20]([O:23][CH2:24][CH2:25][O:26][CH2:27][CH2:28][CH3:29])=[CH:19][CH:18]=3)=[CH:16][C:11]=2[CH:10]=[C:9]([C:30]([O:32]C)=[O:31])[CH2:8][CH2:7][CH2:6]1)[CH:2]([CH3:4])[CH3:3].[OH-].[Na+].Cl>C(O)C.C1COCC1>[CH2:1]([N:5]1[C:12]2[CH:13]=[CH:14][C:15]([C:17]3[CH:18]=[CH:19][C:20]([O:23][CH2:24][CH2:25][O:26][CH2:27][CH2:28][CH3:29])=[CH:21][CH:22]=3)=[CH:16][C:11]=2[CH:10]=[C:9]([C:30]([OH:32])=[O:31])[CH2:8][CH2:7][CH2:6]1)[CH:2]([CH3:4])[CH3:3] |f:1.2,4.5|. Procedure: To a solution of methyl 1-isobutyl-8-[4-(2-propoxyethoxy)phenyl]-1,2,3,4-tetrahydro-1-benzazocine-5-carboxylate (1.20 g) in a mixture of ethanol-THF (10-5 ml) was added an aqueous 1N sodium hydroxide solution (5.2 ml) at room temperature. The mixture was stirred at 60° C. for 16 hours and cooled to 0° C., 1N Hydrochloric acid (6 ml) was added and the mixture was extracted with ethyl acetate. The organic layer was washed with saturated brine, and dried with magnesium sulfate. After concentration ... Reactants: [BH4-], CCOC(=O)CC1CCC(CN(CC)c2ccc(C(F)(F)F)cc2C=O)CC1, CCO, [Na+]. Product: CCOC(=O)CC1CCC(CN(CC)c2ccc(C(F)(F)F)cc2CO)CC1. RXN SMILES: [BH4-:29].[CH2:1]([CH3:2])[N:3]([c:4]1[c:5]([CH:14]=[O:15])[cH:6][c:7]([C:10]([F:11])([F:12])[F:13])[cH:8][cH:9]1)[CH2:16][CH:17]1[CH2:18][CH2:19][CH:20]([CH2:23][C:24](=[O:25])[O:26][CH2:27][CH3:28])[CH2:21][CH2:22]1.[CH3:31][CH2:32][OH:33].[Na+:30]>>[CH2:1]([CH3:2])[N:3]([c:4]1[c:5]([CH2:14][OH:15])[cH:6][c:7]([C:10]([F:11])([F:12])[F:13])[cH:8][cH:9]1)[CH2:16][CH:17]1[CH2:18][CH2:19][CH:20]([CH2:23][C:24](=[O:25])[O:26][CH2:27][CH3:28])[CH2:21][CH2:22]1. Reactants: COC(=O)c1c(O)c(Br)c(Br)n1C, O=C([O-])[O-], CC(C)=O, [K+], [K+], CN(C)C=O. Yields the product COC(=O)c1c(OC(C)C)c(Br)c(Br)n1C. As a reaction SMILES: [Br:1][c:2]1[c:3]([OH:13])[c:4]([C:9](=[O:10])[O:11][CH3:12])[n:5]([CH3:8])[c:6]1[Br:7].[C:14](=[O:15])([O-:16])[O-:17].[CH3:20][C:21]([CH3:22])=[O:23].[K+:18].[K+:19].[O:24]=[CH:25][N:26]([CH3:27])[CH3:28]>>[Br:1][c:2]1[c:3]([O:13][CH:21]([CH3:20])[CH3:22])[c:4]([C:9](=[O:10])[O:11][CH3:12])[n:5]([CH3:8])[c:6]1[Br:7]. Reactants: O=C([O-])[O-], CCC(C)=O, ClCc1ccccc1, [K+], [K+], O, COC(=O)c1ccc2cc(O)ccc2c1. Product: COC(=O)c1ccc2cc(OCc3ccccc3)ccc2c1. RXN SMILES: [C:24](=[O:25])([O-:26])[O-:27].[CH3:30][C:31](=[O:32])[CH2:33][CH3:34].[Cl:16][CH2:17][c:18]1[cH:19][cH:20][cH:21][cH:22][cH:23]1.[K+:28].[K+:29].[OH2:35].[OH:1][c:2]1[cH:3][c:4]2[cH:5][cH:6][c:7]([C:12](=[O:13])[O:14][CH3:15])[cH:8][c:9]2[cH:10][cH:11]1>>[O:1]([c:2]1[cH:3][c:4]2[cH:5][cH:6][c:7]([C:12](=[O:13])[O:14][CH3:15])[cH:8][c:9]2[cH:10][cH:11]1)[CH2:17][c:18]1[cH:19][cH:20][cH:21][cH:22][cH:23]1.